Dataset: the Open Reaction Database (ORD), a public repository of structured organic reaction records. Task: describe an organic reaction: reactants, conditions, products, and yield Starting materials: C(C)(C)OC(C)C (diisopropyl ether), NC=1SC=C(N1)C(C(=O)NC1[C@@H]2N(C(=C(CS2)C=C)C(=O)OC(C2=CC=CC=C2)C2=CC=CC=C2)C1=O)=NOC\C=C\C(=O)OC(C)(C)C (benzhydryl 7-[2-(2-aminothiazol-4-yl)-2-(trans-3-tert-butoxycarbonylallyloxyimino)acetamido]-3-vinyl-3-cephem-4-carboxylate), C1(=CC=CC=C1)OC (anisole), FC(C(=O)O)(F)F (trifluoroacetic acid). Run in C(Cl)Cl (methylene chloride). Run at time 2 hour. Product: NC=1SC=C(N1)C(C(=O)NC1[C@@H]2N(C(=C(CS2)C=C)C(=O)O)C1=O)=NOC\C=C\C(=O)O (7-[2-(2-aminothiazol-4-yl)-2-(trans-3-carboxyallyloxyimino)acetamido]-3-vinyl-3-cephem-4-carboxylic acid). The yield is 76.8%. RXN SMILES: [NH2:1][C:2]1[S:3][CH:4]=[C:5]([C:7](=[N:38][O:39][CH2:40]/[CH:41]=[CH:42]/[C:43]([O:45]C(C)(C)C)=[O:44])[C:8]([NH:10][CH:11]2[C:36](=[O:37])[N:13]3[C:14]([C:20]([O:22]C(C4C=CC=CC=4)C4C=CC=CC=4)=[O:21])=[C:15]([CH:18]=[CH2:19])[CH2:16][S:17][C@H:12]23)=[O:9])[N:6]=1.C1(OC)C=CC=CC=1.FC(F)(F)C(O)=O.C(OC(C)C)(C)C>C(Cl)Cl>[NH2:1][C:2]1[S:3][CH:4]=[C:5]([C:7](=[N:38][O:39][CH2:40]/[CH:41]=[CH:42]/[C:43]([OH:45])=[O:44])[C:8]([NH:10][CH:11]2[C:36](=[O:37])[N:13]3[C:14]([C:20]([OH:22])=[O:21])=[C:15]([CH:18]=[CH2:19])[CH2:16][S:17][C@H:12]23)=[O:9])[N:6]=1. Procedure: To a solution of benzhydryl 7-[2-(2-aminothiazol-4-yl)-2-(trans-3-tert-butoxycarbonylallyloxyimino)acetamido]-3-vinyl-3-cephem-4-carboxylate (syn isomer) (4.4 g) and anisole (4.4 ml) in methylene chloride (9.0 ml) was added trifluoroacetic acid (17.6 ml) under ice-cooling, and the mixture was stirred at ambient temperature for 2 hours. To the reaction mixture was added diisopropyl ether, and the precipitated substance was collected by filtration, which was washed with diisopropyl ether. To this ... Starting materials: ClC=1C=CN2C(C(=CC(=C2C1C)C1CC1)C(=O)OC)=O (methyl 8-chloro-1-cyclopropyl-9-methyl-4-oxo-4H-quinolizine-3-carboxylate), C(#N)C1=CC=C(C=C1)B(O)O (4-cyano-phenyl-boronic acid). Yields the product C(#N)C1=CC=C(C=C1)C=1C=CN2C(C(=CC(=C2C1C)C1CC1)C(=O)OC)=O (methyl 8-(4-cyano-phenyl)-1-cyclopropyl-9-methyl-4-oxo-4H-quinolizine-3-carboxylate). The yield is 94.3%. Reaction SMILES: Cl[C:2]1[CH:3]=[CH:4][N:5]2[C:10]([C:11]=1[CH3:12])=[C:9]([CH:13]1[CH2:15][CH2:14]1)[CH:8]=[C:7]([C:16]([O:18][CH3:19])=[O:17])[C:6]2=[O:20].[C:21]([C:23]1[CH:28]=[CH:27][C:26](B(O)O)=[CH:25][CH:24]=1)#[N:22]>>[C:21]([C:23]1[CH:28]=[CH:27][C:26]([C:2]2[CH:3]=[CH:4][N:5]3[C:10]([C:11]=2[CH3:12])=[C:9]([CH:13]2[CH2:15][CH2:14]2)[CH:8]=[C:7]([C:16]([O:18][CH3:19])=[O:17])[C:6]3=[O:20])=[CH:25][CH:24]=1)#[N:22]. Procedure details: Methyl 8-(4-cyano-phenyl)-1-cyclopropyl-9-methyl-4-oxo-4H-quinolizine-3-carboxylate was prepared according to General Procedure A from methyl 8-chloro-1-cyclopropyl-9-methyl-4-oxo-4H-quinolizine-3-carboxylate (123 mg, 0.42 mmol) and 4-cyano-phenyl-boronic acid (132 mg, 0.90 mmol). Purification by flash silica column chromatography (DCM:MeOH) (1:0 to 9:1) afforded the title compound as a yellow solid (142 mg, 94%). The reactants are [Cl-].C(CCCCCCC\C=C/CCCCCCCC)C[NH2+]CC(O)O (oleylmethyldihydroxyethylammonium chloride), [K+].C([C@@H](C(=O)[O-])N)SSC[C@@H](C(=O)[O-])N.[K+] (cystine potassium salt). Run in C(C)(C)O (isopropyl alcohol). Yields the product C([C@@H](C(=O)[O-])N)SSC[C@@H](C(=O)[O-])N.C(CCCCCCC\C=C/CCCCCCCC)C[NH2+]CC(O)O.C(CCCCCCC\C=C/CCCCCCCC)C[NH2+]CC(O)O (di(oleylmethyldihydroxyethylammonium) cystinate). The yield is 98.9%. As a reaction SMILES: [Cl-].[CH2:2]([CH2:20][NH2+:21][CH2:22][CH:23]([OH:25])[OH:24])[CH2:3][CH2:4][CH2:5][CH2:6][CH2:7][CH2:8][CH2:9]/[CH:10]=[CH:11]\[CH2:12][CH2:13][CH2:14][CH2:15][CH2:16][CH2:17][CH2:18][CH3:19].[K+].[CH2:27]([S:33][S:34][CH2:35][C@H:36]([NH2:40])[C:37]([O-:39])=[O:38])[C@H:28]([NH2:32])[C:29]([O-:31])=[O:30].[K+]>C(O)(C)C>[CH2:27]([S:33][S:34][CH2:35][C@H:36]([NH2:40])[C:37]([O-:39])=[O:38])[C@H:28]([NH2:32])[C:29]([O-:31])=[O:30].[CH2:2]([CH2:20][NH2+:21][CH2:22][CH:23]([OH:25])[OH:24])[CH2:3][CH2:4][CH2:5][CH2:6][CH2:7][CH2:8][CH2:9]/[CH:10]=[CH:11]\[CH2:12][CH2:13][CH2:14][CH2:15][CH2:16][CH2:17][CH2:18][CH3:19].[CH2:2]([CH2:20][NH2+:21][CH2:22][CH:23]([OH:25])[OH:24])[CH2:3][CH2:4][CH2:5][CH2:6][CH2:7][CH2:8][CH2:9]/[CH:10]=[CH:11]\[CH2:12][CH2:13][CH2:14][CH2:15][CH2:16][CH2:17][CH2:18][CH3:19] |f:0.1,2.3.4,6.7.8|. Procedure details: A four-necked flask fitted with stirrer and condenser means was charged with 81 g of oleylmethyldihydroxyethylammonium chloride, 33 g of cystine potassium salt and 200 g of isopropyl alcohol and the reaction was conducted at 65°-75° C. in an atmosphere of nitrogen gas introduced at a low flow rate for 7 hours. The precipitate was then filtered off and the filtrate was concentrated under reduced pressure. The residue was dissolved in 200 g of toluene and the insolubles were filtered off. Finally,... Reactants: CC1=NC(=CC(=C1C(=O)OCC)C1=CC(=CC=C1)[N+](=O)[O-])C1=CC=CC=C1 (ethyl 2-methyl-4-(3-nitrophenyl)-6-phenyl-3-pyridinecarboxylate), [OH-].[K+] (potassium hydroxide). Run in C(C)O (ethanol). Conditions: time 30 minute. Product: CC1=NC(=CC(=C1C(=O)O)C1=CC(=CC=C1)[N+](=O)[O-])C1=CC=CC=C1 (2-methyl-4-(3-nitrophenyl)-6-phenyl-3-pyridinecarboxylic acid). Yield: 46.7%. Reaction SMILES: [CH3:1][C:2]1[C:7]([C:8]([O:10]CC)=[O:9])=[C:6]([C:13]2[CH:18]=[CH:17][CH:16]=[C:15]([N+:19]([O-:21])=[O:20])[CH:14]=2)[CH:5]=[C:4]([C:22]2[CH:27]=[CH:26][CH:25]=[CH:24][CH:23]=2)[N:3]=1.[OH-].[K+]>C(O)C>[CH3:1][C:2]1[C:7]([C:8]([OH:10])=[O:9])=[C:6]([C:13]2[CH:18]=[CH:17][CH:16]=[C:15]([N+:19]([O-:21])=[O:20])[CH:14]=2)[CH:5]=[C:4]([C:22]2[CH:27]=[CH:26][CH:25]=[CH:24][CH:23]=2)[N:3]=1 |f:1.2|. Reported procedure: A mixture of ethyl 2-methyl-4-(3-nitrophenyl)-6-phenyl-3-pyridinecarboxylate (4.6 g), aqueous potassium hydroxide (1.07 g in 200 ml water) and ethanol (92 ml) was refluxed for 6 hours. After allowing to cool to ambient temperature, the reaction mixture was washed with ethyl acetate (150 ml×2). The separated aqueous layer was adjusted to pH 3.0 with 10% hydrochloric acid. To this mixture was added acetic acid (40 ml) and stirred for 30 minutes under ice cooling The resulting precipitates were col... Reactants: BrBr (bromine), C1(=CC=CC=C1)C1CC1 (phenylcyclopropane), CC1=C(C=CC=C1C)Br (2,3-dimethylbromobenzene), ( II ), C=CC1=CC=CC=C1 (styrene), Br.CCOCC (HBr Et2O). Product: BrC(CCBr)C1=CC=CC=C1 (1,3-dibromo-1-phenylpropane), BrC(CCBr)C1=C(C(=CC=C1)C)C (1,3-dibromo-1-(2,3-dimethylphenyl)propane). RXN SMILES: [CH2:1]=[CH:2][C:3]1[CH:8]=[CH:7][CH:6]=[CH:5][CH:4]=1.[Br:9]Br.[C:11]1([CH:17]2[CH2:19][CH2:18]2)[CH:16]=[CH:15][CH:14]=[CH:13][CH:12]=1.CC1C(C)=CC=C[C:22]=1[Br:28].[BrH:29].CCO[CH2:33][CH3:34]>>[Br:9][CH:2]([C:3]1[CH:8]=[CH:7][CH:6]=[CH:5][CH:4]=1)[CH2:1][CH2:22][Br:28].[Br:29][CH:17]([C:11]1[CH:12]=[CH:13][CH:14]=[C:15]([CH3:16])[C:33]=1[CH3:34])[CH2:18][CH2:19][Br:28] |f:4.5|. Reported procedure: Apart from Examples 12 and 59, the starting materials of the formula (II) were always prepared by the bromination of the appropriate styrene similarly to the procedure of Example 1(A). In Example 12, the 1,3-dibromo-1-phenylpropane was prepared by the reaction of bromine with phenylcyclopropane in a conventional manner. In Example 59, the 1,3-dibromo-1-(2,3-dimethylphenyl)propane was prepared from 2,3-dimethylbromobenzene using (i) Mg/Et2O (ii) CH2 =CH.CHO and (iii) HBr/Et2O in a conventional ma... The reactants are COC([C@H](C)NC(=O)C1=CC2=C(N(C(=N2)NC=2SC3=C(N2)C=CC(=C3)C(F)(F)F)C)C=C1)=O ((S)-2-{[1-methyl-2-(6-trifluoromethyl-benzothiazol-2-ylamino)-1H-benzoimidazole-5-carbonyl]-amino}-propionic acid methyl ester), [OH-].[Li+] (lithium hydroxide). Yields the product CN1C(=NC2=C1C=CC(=C2)C(=O)N[C@H](C(=O)O)C)NC=2SC1=C(N2)C=CC(=C1)C(F)(F)F ((S)-2-{[1-Methyl-2-(6-trifluoromethyl-benzothiazol-2-ylamino)-1H-benzoimidazole-5-carbonyl]-amino}-propionic acid). Yield: 90.1%. Reaction SMILES: C[O:2][C:3](=[O:33])[C@@H:4]([NH:6][C:7]([C:9]1[CH:32]=[CH:31][C:12]2[N:13]([CH3:30])[C:14]([NH:16][C:17]3[S:18][C:19]4[CH:25]=[C:24]([C:26]([F:29])([F:28])[F:27])[CH:23]=[CH:22][C:20]=4[N:21]=3)=[N:15][C:11]=2[CH:10]=1)=[O:8])[CH3:5].[OH-].[Li+]>>[CH3:30][N:13]1[C:12]2[CH:31]=[CH:32][C:9]([C:7]([NH:6][C@@H:4]([CH3:5])[C:3]([OH:33])=[O:2])=[O:8])=[CH:10][C:11]=2[N:15]=[C:14]1[NH:16][C:17]1[S:18][C:19]2[CH:25]=[C:24]([C:26]([F:29])([F:28])[F:27])[CH:23]=[CH:22][C:20]=2[N:21]=1 |f:1.2|. Procedure details: (S)-2-{[1-Methyl-2-(6-trifluoromethyl-benzothiazol-2-ylamino)-1H-benzoimidazole-5-carbonyl]-amino}-propionic acid (743 mg) was prepared by following General Procedure E starting from (S)-2-{[1-methyl-2-(6-trifluoromethyl-benzothiazol-2-ylamino)-1H-benzoimidazole-5-carbonyl]-amino}-propionic acid methyl ester (850 mg) and lithium hydroxide (299 mg). The reactants are SC=1NC2=C(N1)C=CC(=C2)OC (2-Mercapto-5-methoxybenzimidazole), [H-].[Na+] (sodium hydride), [N+](=O)([O-])C1=CC=C(O1)C=O (5-nitro-2-furaldehyde). Run in O1CCCC1 (tetrahydrofuran), O1CCCC1 (THF). Product: COC1=CC2=C(NC(=N2)SC2=CC=C(O2)C=O)C=C1 (5-(5-methoxy-1H-benzimidazol-2-ylsulfanyl)-furan-2-carbaldehyde). Yield: 27.3%. Reaction SMILES: [SH:1][C:2]1[NH:3][C:4]2[CH:10]=[C:9]([O:11][CH3:12])[CH:8]=[CH:7][C:5]=2[N:6]=1.[H-].[Na+].[N+]([C:18]1[O:22][C:21]([CH:23]=[O:24])=[CH:20][CH:19]=1)([O-])=O>O1CCCC1>[CH3:12][O:11][C:9]1[CH:8]=[CH:7][C:5]2[NH:6][C:2]([S:1][C:18]3[O:22][C:21]([CH:23]=[O:24])=[CH:20][CH:19]=3)=[N:3][C:4]=2[CH:10]=1 |f:1.2|. Procedure details: 2-Mercapto-5-methoxybenzimidazole (1.8 g, 10.0 mmol) is suspended into 25 mL of tetrahydrofuran (THF) under argon. Then, 575 mg (12.0 mmol) of sodium hydride are added. The reaction mixture is stirred at room temperature until gas evolution has ceased. A solution of 5-nitro-2-furaldehyde (1.4 g, 10.0 mmol) in 30 mL of THF is then added dropwise and the reaction mixture is stirred at room temperature for 2 h, upon which it is poured on ice and extracted 3 times with 50 mL of ethyl acetate. The or...